This data is from the Open Reaction Database (ORD), a public repository of structured organic reaction records. The task is: describe an organic reaction: reactants, conditions, products, and yield The reactants are COC1=C(/N=C/C2=CC=CC=C2)C=CC=C1 (2-Methoxy-N-[(1E)-phenylmethylene]aniline), BrC=1C2=CC=CC=C2C=2C=CC=CC2C1 (9-bromophenanthrene), [Li]C(C)(C)C (tBuLi), O (water). Run in C1CCOC1 (THF), C1CCOC1 (THF), CCCCC (pentane). Reaction conditions: temperature -80 celsius. The product is COC1=C(NC(C2=CC=CC=C2)C=2C3=CC=CC=C3C=3C=CC=CC3C2)C=CC=C1 (2-Methoxy-N-[9-phenanthryl(phenyl)methyl]aniline). As a reaction SMILES: Br[C:2]1[C:3]2[C:8]([C:9]3[CH:10]=[CH:11][CH:12]=[CH:13][C:14]=3[CH:15]=1)=[CH:7][CH:6]=[CH:5][CH:4]=2.[Li]C(C)(C)C.[CH3:21][O:22][C:23]1[CH:36]=[CH:35][CH:34]=[CH:33][C:24]=1/[N:25]=[CH:26]/[C:27]1[CH:32]=[CH:31][CH:30]=[CH:29][CH:28]=1.O>C1COCC1.CCCCC>[CH3:21][O:22][C:23]1[CH:36]=[CH:35][CH:34]=[CH:33][C:24]=1[NH:25][CH:26]([C:2]1[C:3]2[C:8]([C:9]3[CH:10]=[CH:11][CH:12]=[CH:13][C:14]=3[CH:15]=1)=[CH:7][CH:6]=[CH:5][CH:4]=2)[C:27]1[CH:32]=[CH:31][CH:30]=[CH:29][CH:28]=1. Reported procedure: To a solution of 5.14 g (20.0 mmol) of 9-bromophenanthrene in 80 mL of THF, 26.7 mL (40.1 mmol) of 1.5 M tBuLi in pentane was added with vigorous stirring at −80° C. This mixture was additionally stirred for 1 hr at this temperature and then slowly warmed to room temperature. The resulting mixture was stirred for 30 min at ambient temperature and then cooled to −80° C. A solution of 4.22 g (20.0 mol) of 9 in 50 mL of THF was added. To the resulting mixture, 5 mL of water was added, and then this... Reactants: FC(C(=O)O)(F)F.COCC(C1=CC(=CC=C1)C(F)(F)F)N1CCNCC1 (1-[2-Methoxy-1-(3-trifluoromethyl-phenyl)-ethyl]-piperazine trifluoroacetate), C(C)(C)N(CC)C(C)C (diisopropylethylamine), C1(=CC=CC=C1)OC(NC=1SC=2N=CN=C(C2N1)OC)=O ((7-methoxy-thiazolo[5,4-d]pyrimidin-2-yl)-carbamic acid phenyl ester). The solvent is C(C)#N (acetonitrile). Reaction conditions: temperature 70 celsius. The product is COC=1C2=C(N=CN1)SC(=N2)NC(=O)N2CCN(CC2)C(COC)C2=CC(=CC=C2)C(F)(F)F (4-[2-Methoxy-1-(3-trifluoromethyl-phenyl)-ethyl]-piperazine-1-carboxylic acid (7-methoxy-thiazolo[5,4-d]pyrimidin-2-yl)-amide). Isolated yield 40.8%. RXN SMILES: FC(F)(F)C(O)=O.[CH3:8][O:9][CH2:10][CH:11]([N:22]1[CH2:27][CH2:26][NH:25][CH2:24][CH2:23]1)[C:12]1[CH:17]=[CH:16][CH:15]=[C:14]([C:18]([F:21])([F:20])[F:19])[CH:13]=1.C(N(C(C)C)CC)(C)C.C1([O:43][C:44](=O)[NH:45][C:46]2[S:47][C:48]3[N:49]=[CH:50][N:51]=[C:52]([O:55][CH3:56])[C:53]=3[N:54]=2)C=CC=CC=1>C(#N)C>[CH3:56][O:55][C:52]1[C:53]2[N:54]=[C:46]([NH:45][C:44]([N:25]3[CH2:26][CH2:27][N:22]([CH:11]([C:12]4[CH:17]=[CH:16][CH:15]=[C:14]([C:18]([F:20])([F:21])[F:19])[CH:13]=4)[CH2:10][O:9][CH3:8])[CH2:23][CH2:24]3)=[O:43])[S:47][C:48]=2[N:49]=[CH:50][N:51]=1 |f:0.1|. Procedure: A mixture of 1-[2-Methoxy-1-(3-trifluoromethyl-phenyl)-ethyl]-piperazine trifluoroacetate (160 mg, 0.40 mmol) and diisopropylethylamine (0.35 mL, 2.0 mmole) in acetonitrile (10 mL) was heated at 70° C. for ten minutes. After cooling to room temperature, (7-methoxy-thiazolo[5,4-d]pyrimidin-2-yl)-carbamic acid phenyl ester (120 mg, 0.40 mmol) was added to the above solution. The mixture was stirred at reflux for three hours. LCMS analysis indicated complete consumption of starting material. The re... The reactants are COC=C(C(=O)OC)C(=O)OC, CN(C)C=O, CC(C)(C)C(=O)Nc1ccc2c(N)ncnc2c1, O. The product is COC(=O)C(=CNc1ncnc2cc(NC(=O)C(C)(C)C)ccc12)C(=O)OC. RXN SMILES: [CH3:19][O:20][CH:21]=[C:22]([C:23](=[O:24])[O:25][CH3:26])[C:27](=[O:28])[O:29][CH3:30].[CH3:32][N:33]([CH3:34])[CH:35]=[O:36].[NH2:1][c:2]1[n:3][cH:4][n:5][c:6]2[cH:7][c:8]([NH:12][C:13]([C:14]([CH3:15])([CH3:16])[CH3:17])=[O:18])[cH:9][cH:10][c:11]12.[OH2:31]>>[NH:1]([c:2]1[n:3][cH:4][n:5][c:6]2[cH:7][c:8]([NH:12][C:13]([C:14]([CH3:15])([CH3:16])[CH3:17])=[O:18])[cH:9][cH:10][c:11]12)[CH:21]=[C:22]([C:23](=[O:24])[O:25][CH3:26])[C:27](=[O:28])[O:29][CH3:30]. Reactants: NC1=CC(=C(OC2=CC(=NC=C2)NC(=O)N2CCC(CC2)CN2CCCC2)C=C1)F (4-(Pyrrolidin-1-ylmethyl)piperidine-1-carboxylic acid [4-(4-amino-2-fluorophenoxy)pyridin-2-yl]amide), C1(=CC=CC=C1)CC(=O)N=C=O (phenylacetyl isocyanate). Run in CN(C=O)C (N,N-dimethylformamide), C(C)OCC (diethyl ether), CCCCCC (hexane), CCCCCC (hexane). Reaction conditions: time 64.5 hour. Yields the product FC1=C(OC2=CC(=NC=C2)NC(=O)N2CCC(CC2)CN2CCCC2)C=CC(=C1)NC(=O)NC(CC1=CC=CC=C1)=O (4-(Pyrrolidin-1-ylmethyl)piperidine-1-carboxylic acid {4-[2-fluoro-4-(3-phenylacetylureido)phenoxy]pyridin-2-yl}amide). Reaction SMILES: [NH2:1][C:2]1[CH:29]=[CH:28][C:5]([O:6][C:7]2[CH:12]=[CH:11][N:10]=[C:9]([NH:13][C:14]([N:16]3[CH2:21][CH2:20][CH:19]([CH2:22][N:23]4[CH2:27][CH2:26][CH2:25][CH2:24]4)[CH2:18][CH2:17]3)=[O:15])[CH:8]=2)=[C:4]([F:30])[CH:3]=1.[C:31]1([CH2:37][C:38]([N:40]=[C:41]=[O:42])=[O:39])[CH:36]=[CH:35][CH:34]=[CH:33][CH:32]=1>CN(C)C=O.CCCCCC.C(OCC)C>[F:30][C:4]1[CH:3]=[C:2]([NH:1][C:41]([NH:40][C:38](=[O:39])[CH2:37][C:31]2[CH:32]=[CH:33][CH:34]=[CH:35][CH:36]=2)=[O:42])[CH:29]=[CH:28][C:5]=1[O:6][C:7]1[CH:12]=[CH:11][N:10]=[C:9]([NH:13][C:14]([N:16]2[CH2:21][CH2:20][CH:19]([CH2:22][N:23]3[CH2:24][CH2:25][CH2:26][CH2:27]3)[CH2:18][CH2:17]2)=[O:15])[CH:8]=1. Procedure details: 4-(Pyrrolidin-1-ylmethyl)piperidine-1-carboxylic acid [4-(4-amino-2-fluorophenoxy)pyridin-2-yl]amide (50 mg) was dissolved in N,N-dimethylformamide (1.5 ml) under a nitrogen atmosphere, and then 0.25 M phenylacetyl isocyanate in hexane (1.45 ml) was added, followed by stirring for 64.5 hrs. The reaction mixture was partitioned between ethyl acetate (100 ml) and a saturated aqueous solution of sodium hydrogencarbonate (50 ml). The organic layer was washed with a saturated aqueous solution of sodi... The reactants are Cl (hydrochloric acid), N1(N=CN=C1)C=1C=2N(C=C(C1)C(F)(F)F)C(=CN2)C(=O)OCC (ethyl 8-(1H-1,2,4-triazol-1-yl)-6-(trifluoromethyl)imidazo[1,2-a]pyridine-3-carboxylate), C1CCOC1 (THF), [OH-].[Na+] (sodium hydroxide). Run in O (water), C(C)O (ethanol). Conditions: time 3 hour. The product is N1(N=CN=C1)C=1C=2N(C=C(C1)C(F)(F)F)C(=CN2)C(=O)O (8-(1H-1,2,4-triazol-1-yl)-6-(trifluoromethyl)imidazo[1,2-a]pyridine-3-carboxylic acid). Yield: 92.3%. RXN SMILES: [N:1]1([C:6]2[C:7]3[N:8]([C:16]([C:19]([O:21]CC)=[O:20])=[CH:17][N:18]=3)[CH:9]=[C:10]([C:12]([F:15])([F:14])[F:13])[CH:11]=2)[CH:5]=[N:4][CH:3]=[N:2]1.C1COCC1.[OH-].[Na+].Cl>O.C(O)C>[N:1]1([C:6]2[C:7]3[N:8]([C:16]([C:19]([OH:21])=[O:20])=[CH:17][N:18]=3)[CH:9]=[C:10]([C:12]([F:14])([F:15])[F:13])[CH:11]=2)[CH:5]=[N:4][CH:3]=[N:2]1 |f:2.3|. Procedure details: To a mixture of ethyl 8-(1H-1,2,4-triazol-1-yl)-6-(trifluoromethyl)imidazo[1,2-a]pyridine-3-carboxylate (320 mg), THF (4 mL) and ethanol (4 mL) was added 2N aqueous sodium hydroxide solution (0.98 mL), and the mixture was stirred at room temperature 3 hr. The reaction mixture was acidified with 1N hydrochloric acid, water was added thereto, and the mixture was extracted with ethyl acetate. The extract was washed successively with water and saturated brine, and dried over anhydrous magnesium sulf... Starting materials: COC(=O)C(O[Si](C)(C)C(C)(C)C)c1cc(Cl)cc(Cl)c1, CC(C)C[Al+]CC(C)C, Cc1ccccc1, CCOC(C)=O, [H-]. Yields the product CC(C)(C)[Si](C)(C)OC(C=O)c1cc(Cl)cc(Cl)c1. Reaction SMILES: [C:11]([CH3:12])([CH3:13])([CH3:14])[Si:15]([O:16][CH:17]([C:18](=[O:19])[O:20][CH3:21])[c:22]1[cH:23][c:24]([Cl:29])[cH:25][c:26]([Cl:28])[cH:27]1)([CH3:30])[CH3:31].[CH2:2]([Al+:3][CH2:4][CH:5]([CH3:6])[CH3:7])[CH:8]([CH3:9])[CH3:10].[CH3:32][c:33]1[cH:34][cH:35][cH:36][cH:37][cH:38]1.[CH3:39][CH2:40][O:41][C:42](=[O:43])[CH3:44].[H-:1]>>[C:11]([CH3:12])([CH3:13])([CH3:14])[Si:15]([O:16][CH:17]([CH:18]=[O:19])[c:22]1[cH:23][c:24]([Cl:29])[cH:25][c:26]([Cl:28])[cH:27]1)([CH3:30])[CH3:31].